The task is: describe an organic reaction: reactants, conditions, products, and yield. This data is from the Open Reaction Database (ORD), a public repository of structured organic reaction records. Starting materials: ClCCCCBr, O=C(c1ccc(O)cc1)c1ccc(OCc2ccccc2)cc1, CCCC[N+](CCCC)(CCCC)CCCC, [Na+], [OH-], O, O=S(=O)([O-])O. Product: O=C(c1ccc(OCCCCCl)cc1)c1ccc(OCc2ccccc2)cc1. Reaction SMILES: [Br:26][CH2:27][CH2:28][CH2:29][CH2:30][Cl:31].[CH2:1]([c:2]1[cH:3][cH:4][cH:5][cH:6][cH:7]1)[O:8][c:9]1[cH:10][cH:11][c:12]([C:13](=[O:14])[c:15]2[cH:16][cH:17][c:18]([OH:21])[cH:19][cH:20]2)[cH:22][cH:23]1.[CH2:38]([N+:39]([CH2:40][CH2:41][CH2:42][CH3:43])([CH2:44][CH2:45][CH2:46][CH3:47])[CH2:48][CH2:49][CH2:50][CH3:51])[CH2:52][CH2:53][CH3:54].[Na+:25].[OH-:24].[OH2:32].[S:33]([O-:34])([OH:35])(=[O:36])=[O:37]>>[CH2:1]([c:2]1[cH:3][cH:4][cH:5][cH:6][cH:7]1)[O:8][c:9]1[cH:10][cH:11][c:12]([C:13](=[O:14])[c:15]2[cH:16][cH:17][c:18]([O:21][CH2:27][CH2:28][CH2:29][CH2:30][Cl:31])[cH:19][cH:20]2)[cH:22][cH:23]1. Starting materials: CON(C(=O)C=1N=C(N2C1CN(CC2)C(=O)OC(C)(C)C)C2=CC=CC=C2)C (tert-butyl 1-(methoxy(methyl)carbamoyl)-3-phenyl-5,6-dihydroimidazo[1,5-a]pyrazine-7(8H)-carboxylate), C(C(C)(C)C)[Mg]Cl (neopentylmagnesium chloride). Run in C1CCOC1 (THF). Run at temperature 0 celsius, time 2 hour. Product: CC(CC(=O)C=1N=C(N2C1CN(CC2)C(=O)OC(C)(C)C)C2=CC=CC=C2)(C)C (tert-butyl 1-(3,3-dimethylbutanoyl)-3-phenyl-5,6-dihydro-imidazo[1,5-a]pyrazine-7(8H)-carboxylate). Isolated yield 77.0%. RXN SMILES: CON(C)[C:4]([C:6]1[N:7]=[C:8]([C:22]2[CH:27]=[CH:26][CH:25]=[CH:24][CH:23]=2)[N:9]2[CH2:14][CH2:13][N:12]([C:15]([O:17][C:18]([CH3:21])([CH3:20])[CH3:19])=[O:16])[CH2:11][C:10]=12)=[O:5].[CH2:29]([Mg]Cl)[C:30]([CH3:33])([CH3:32])[CH3:31]>C1COCC1>[CH3:29][C:30]([CH3:33])([CH3:32])[CH2:31][C:4]([C:6]1[N:7]=[C:8]([C:22]2[CH:23]=[CH:24][CH:25]=[CH:26][CH:27]=2)[N:9]2[CH2:14][CH2:13][N:12]([C:15]([O:17][C:18]([CH3:20])([CH3:19])[CH3:21])=[O:16])[CH2:11][C:10]=12)=[O:5]. Reported procedure: Compound 26A (0.10 g, 0.26 mmol) was dissolved in THF and cooled to 0° C. and neopentylmagnesium chloride (1M in diethyl ether, 0.35 mL) was added and the mixture was stirred for 2 hours. The mixture was quenched with NH4Cl saturated solution and extracted with EtOAc. The residue was purified by preparative flash chromatography on silica, eluting with 20-80% gradient of ethyl acetate in hexanes to provide intermediate 26B (0.08 g, 77%).